From a dataset of the Open Reaction Database (ORD), a public repository of structured organic reaction records. describe an organic reaction: reactants, conditions, products, and yield Starting materials: ClC1=NC=C(C(=O)N(C)C)C=C1 (6-chloro-N,N-dimethylnicotinamide), N1CCNCC1 (piperazine), CC(C)([O-])C.[Na+] (sodium tert-butoxide), CC(C)C1=CC(=C(C(=C1)C(C)C)C2=C(C=CC(=C2P(C3CCCCC3)C4CCCCC4)OC)OC)C(C)C (BrettPhos). The reagents and catalysts are C=1C=CC(=CC1)/C=C/C(=O)/C=C/C2=CC=CC=C2.C=1C=CC(=CC1)/C=C/C(=O)/C=C/C2=CC=CC=C2.C=1C=CC(=CC1)/C=C/C(=O)/C=C/C2=CC=CC=C2.[Pd].[Pd] (Pd2(DBA)3). Solvent: O1CCOCC1 (1,4-dioxane). Reaction conditions: temperature 70 celsius, time 3 day. The product is CN(C(=O)C=1C=NC(=CC1)N1CCNCC1)C (N,N-Dimethyl-6-piperazin-1-yl-pyridine-3-carboxamide). Isolated yield 49.8%. Reaction SMILES: Cl[C:2]1[CH:12]=[CH:11][C:5]([C:6]([N:8]([CH3:10])[CH3:9])=[O:7])=[CH:4][N:3]=1.[NH:13]1[CH2:18][CH2:17][NH:16][CH2:15][CH2:14]1.CC(C)([O-])C.[Na+].CC(C1C=C(C(C)C)C(C2C(P(C3CCCCC3)C3CCCCC3)=C(OC)C=CC=2OC)=C(C(C)C)C=1)C>O1CCOCC1.C1C=CC(/C=C/C(/C=C/C2C=CC=CC=2)=O)=CC=1.C1C=CC(/C=C/C(/C=C/C2C=CC=CC=2)=O)=CC=1.C1C=CC(/C=C/C(/C=C/C2C=CC=CC=2)=O)=CC=1.[Pd].[Pd]>[CH3:9][N:8]([CH3:10])[C:6]([C:5]1[CH:4]=[N:3][C:2]([N:13]2[CH2:18][CH2:17][NH:16][CH2:15][CH2:14]2)=[CH:12][CH:11]=1)=[O:7] |f:2.3,6.7.8.9.10|. Procedure details: A solution of 6-chloro-N,N-dimethylnicotinamide (250 mg, 1.354 mmol), piperazine (584 mg, 6.77 mmol), sodium tert-butoxide (260 mg, 2.71 mmol) and BrettPhos (36 mg, 0.068 mmol) in anhydrous 1,4-dioxane (7 ml) was purged with argon. Next, Pd2(DBA)3 (62 mg, 0.068 mmol) was added and the mixture was heated in a closed vial to 70° C. for 2 hours, then heating was turned off and the mixture was stirred at room temperature for 3 days. The mixture was filtered through kieselguhr, the filter was washed ...